This data is from the Open Reaction Database (ORD), a public repository of structured organic reaction records. The task is: describe an organic reaction: reactants, conditions, products, and yield The reactants are [Br-].[K+] (potassium bromide), BrBr (bromine), C1(CC1)C1=C2CC(N(C2=CC=C1)C)=O (4-cyclopropyl-1-methyl-1,3-dihydro-indol-2-one), C1(CC1)C1=C2CC(N(C2=CC=C1)C)=O (4-cyclopropyl-1-methyl-1,3-dihydro-indol-2-one). Solvent: O (water), S(=S)(=O)([O-])[O-].[Na+].[Na+] (sodium thiosulfate), ClCCl (dichloromethane), C([O-])(O)=O.[Na+] (sodium bicarbonate), O (Water). Run at temperature 70 celsius. Yields the product BrC=1C(=C2CC(N(C2=CC1)C)=O)C1CC1 (5-bromo-4-cyclopropyl-1-methyl-1,3-dihydro-indol-2-one). Reaction SMILES: [CH:1]1([C:4]2[CH:12]=[CH:11][CH:10]=[C:9]3[C:5]=2[CH2:6][C:7](=[O:14])[N:8]3[CH3:13])[CH2:3][CH2:2]1.[Br-:15].[K+].BrBr>O.ClCCl.C(=O)(O)[O-].[Na+].S([O-])([O-])(=O)=S.[Na+].[Na+]>[Br:15][C:12]1[C:4]([CH:1]2[CH2:3][CH2:2]2)=[C:5]2[C:9](=[CH:10][CH:11]=1)[N:8]([CH3:13])[C:7](=[O:14])[CH2:6]2 |f:1.2,6.7,8.9.10|. Procedure: Water (14 mL) was added to 4-cyclopropyl-1-methyl-1,3-dihydro-indol-2-one (0.74 g, 3.94 mmol) and the resulting mixture was placed at 70° C. In a separate flask potassium bromide (1.03 g, 8.7 mmol) in water (14 was treated with bromine (0.225 mL, 4.3 mmol), the resulting orange solution was added dropwise to the 4-cyclopropyl-1-methyl-1,3-dihydro-indol-2-one mixture over ca. 10 minutes. The resulting heterogeneous mixture was permitted to stir at 70° C. for an additional hour and then cooled to ...